From a dataset of the Open Reaction Database (ORD), a public repository of structured organic reaction records. describe an organic reaction: reactants, conditions, products, and yield Starting materials: CN(C)C=O, CI, [H-], [Na+], O, N#Cc1ccc(N2CCC(CO)CC2)c2ccccc12. Yields the product COCC1CCN(c2ccc(C#N)c3ccccc23)CC1. RXN SMILES: [CH3:21][N:22]([CH3:23])[CH:24]=[O:25].[CH3:28][I:29].[H-:26].[Na+:27].[OH2:30].[OH:1][CH2:2][CH:3]1[CH2:4][CH2:5][N:6]([c:9]2[cH:10][cH:11][c:12]([C:19]#[N:20])[c:13]3[cH:14][cH:15][cH:16][cH:17][c:18]23)[CH2:7][CH2:8]1>>[O:1]([CH2:2][CH:3]1[CH2:4][CH2:5][N:6]([c:9]2[cH:10][cH:11][c:12]([C:19]#[N:20])[c:13]3[cH:14][cH:15][cH:16][cH:17][c:18]23)[CH2:7][CH2:8]1)[CH3:21]. Starting materials: C(=O)O (formic acid), C(=O)O (formic acid), C(C)(=O)OC(C)=O (acetic anhydride), CNCC1=NC=C2SC=CN21 (5-(N-methylamino)methylimidazo[5,1-b]thiazole), C(C)(=O)OC(C)=O (acetic anhydride), C1(=CC=CC=C1)C (toluene). Run in C(Cl)Cl (methylene chloride). Reaction conditions: time 1 hour. The product is CC(=O)NCC1=NC=C2SC=CN21 (5-(N-Methylformylamino)methylimidazo[5,1-b]thiazole). The yield is 77.0%. RXN SMILES: C[NH:2][CH2:3][C:4]1[N:11]2[C:7]([S:8][CH:9]=[CH:10]2)=[CH:6][N:5]=1.C(O)=O.C(O[C:19](=[O:21])[CH3:20])(=O)C.C1(C)C=CC=CC=1>C(Cl)Cl>[CH3:20][C:19]([NH:2][CH2:3][C:4]1[N:11]2[C:7]([S:8][CH:9]=[CH:10]2)=[CH:6][N:5]=1)=[O:21]. Procedure details: To a solution of 100 mg (0.59 mmol) of the above-obtained 5-(N-methylamino)methylimidazo[5,1-b]thiazole in 3 ml of methylene chloride was added a mixture which had been prepared in advance by reacting 1 ml of formic acid with 0.2 ml of acetic anhydride at 50° C. for 10 minutes. The mixture was stirred at room temperature for one hour, and then refluxed for 3 hours. To this was added a mixture which had been prepared in advance by reacting 5 ml of formic acid with 2 ml of acetic anhydride at 50° ... Reactants: FC1=C(C(C)C#N)C=CC=C1 (2-fluoro-α-methylbenzyl cyanide), [N+](=O)(O)[O-] (nitric acid), ice water. Yields the product FC1=C(C(C)C#N)C=C(C=C1)[N+](=O)[O-] (2-fluoro-α-methyl-5-nitrobenzyl cyanide). RXN SMILES: [F:1][C:2]1[CH:11]=[CH:10][CH:9]=[CH:8][C:3]=1[CH:4]([C:6]#[N:7])[CH3:5].[N+:12]([O-])([OH:14])=[O:13]>>[F:1][C:2]1[CH:11]=[CH:10][C:9]([N+:12]([O-:14])=[O:13])=[CH:8][C:3]=1[CH:4]([C:6]#[N:7])[CH3:5]. Procedure details: To 24 g of 2-fluoro-α-methylbenzyl cyanide was added dropwise 40 ml of fuming nitric acid while maintaining the temperature 0°-5° C. After addition, the mixture was gradually warmed up to room temperature, poured into ice-water and extracted with ether. The ether layer was washed with water and dried over anhydrous magnesium sulfate and the solvent was evaporated off. The crude crystals obtained were recrystallized from benzene--n-hexane to afford 25.8 g of 2-fluoro-α-methyl-5-nitrobenzyl cyanid... RXN SMILES: [C:1]([C:4]1[CH:9]=[N:8][N:7]2[CH:10]=[C:11]([C:13]([O:15][CH2:16][CH3:17])=[O:14])[CH:12]=[C:6]2[C:5]=1Cl)(=[O:3])[NH2:2].CC[N:21]([CH:25]([CH3:27])[CH3:26])C(C)C.O.CN1C(=O)C[CH2:32][CH2:31]1>>[C:1]([C:4]1[CH:9]=[N:8][N:7]2[CH:10]=[C:11]([C:13]([O:15][CH2:16][CH3:17])=[O:14])[CH:12]=[C:6]2[C:5]=1[NH:21][C@@H:25]([CH:26]1[CH2:32][CH2:31]1)[CH3:27])(=[O:3])[NH2:2]. Reaction conditions: time 10 minute. Product: C(N)(=O)C1=C(C=2N(N=C1)C=C(C2)C(=O)OCC)N[C@H](C)C2CC2 ((R)-ethyl 3-carbamoyl-4-((1-cyclopropylethyl)amino)pyrrolo[1,2-b]pyridazine-6-carboxylate). Yield: 86.0%. Procedure details: A solution of ethyl 3-carbamoyl-4-chloropyrrolo[1,2-b]pyridazine-6-carboxylate (1.0 g, 3.74 mmol), (R)-1-cyclopropylethanamine, HCl (0.500 g, 4.11 mmol) and DIPEA (1.468 mL, 8.41 mmol) in NMP (Volume: 5 mL) was heated to 100° C. for 4 hr. The reaction mixture was added 30 mL of water and stirred for 10 minutes. The solid was collected as the desired product (1.1 g, 86% yield). 1H NMR (400 MHz, CD3OD) δ 8.22 (s, 1H), 8.03 (d, J=1.8 Hz, 1H), 7.34 (d, J=1.8 Hz, 1H), 4.38 (q, J=7.2 Hz, 2H), 4.08-3.9... Reactants: O (water), C(N)(=O)C1=C(C=2N(N=C1)C=C(C2)C(=O)OCC)Cl (ethyl 3-carbamoyl-4-chloropyrrolo[1,2-b]pyridazine-6-carboxylate), (R)-1-cyclopropylethanamine, HCl, CCN(C(C)C)C(C)C (DIPEA), CN1CCCC1=O (NMP). The reactants are NC1=C(C(=NC(=C1)C1=C(C(=C(C=C1)Cl)OC)Cl)C(=O)OC)Cl (Methyl 4-amino-3-chloro-6-(2,4-dichloro-3-methoxyphenyl)picolinate), Compound C, 7,314,849 B2. Reagents/catalysts: CC([O-])C.[Ti+4].CC([O-])C.CC([O-])C.CC([O-])C (titanium(IV) isopropoxide), CC([O-])C.[Ti+4].CC([O-])C.CC([O-])C.CC([O-])C (titanium(IV) isopropoxide). Solvent: C(C1=CC=CC=C1)O (benzyl alcohol). Reaction conditions: temperature 87.5 celsius, time 2 hour. Yields the product NC1=C(C(=NC(=C1)C1=C(C(=C(C=C1)Cl)OC)Cl)C(=O)OCC1=CC=CC=C1)Cl (benzyl 4-amino-3-chloro-6-(2,4-dichloro-3-methoxyphenyl)-picolinate). Isolated yield 61.0%. Reaction SMILES: [NH2:1][C:2]1[CH:7]=[C:6]([C:8]2[CH:13]=[CH:12][C:11]([Cl:14])=[C:10]([O:15][CH3:16])[C:9]=2[Cl:17])[N:5]=[C:4]([C:18]([O:20][CH3:21])=[O:19])[C:3]=1[Cl:22]>C(O)C1C=CC=CC=1.CC(C)[O-].[Ti+4].CC(C)[O-].CC(C)[O-].CC(C)[O-]>[NH2:1][C:2]1[CH:7]=[C:6]([C:8]2[CH:13]=[CH:12][C:11]([Cl:14])=[C:10]([O:15][CH3:16])[C:9]=2[Cl:17])[N:5]=[C:4]([C:18]([O:20][CH2:21][C:8]2[CH:13]=[CH:12][CH:11]=[CH:10][CH:9]=2)=[O:19])[C:3]=1[Cl:22] |f:2.3.4.5.6|. Procedure details: Methyl 4-amino-3-chloro-6-(2,4-dichloro-3-methoxyphenyl)picolinate (Compound C, prepared by the methods described in U.S. Pat. No. 7,314,849 B2; 500 mg, 1.4 mmol) was dissolved in benzyl alcohol (10 mL), treated with titanium(IV) isopropoxide (ca 100 μL) and heated at 85-90° C. After 2 h, another portion of titanium(IV) isopropoxide (100 μL) was added and heating was continued for another 18 h. The volatiles were removed under high vacuum, and the residue was purified by silica gel chromatograph... The product is CCC(O)c1c(F)cccc1OC. As a reaction SMILES: [CH3:20][CH2:21][CH2:22][CH2:23][CH2:24][CH3:25].[CH:15]([CH2:16][CH3:17])=[O:18].[ClH:19].[F:6][c:7]1[cH:8][c:9]([O:13][CH3:14])[cH:10][cH:11][cH:12]1.[Li:1][CH2:2][CH2:3][CH2:4][CH3:5].[O:26]1[CH2:27][CH2:28][CH2:29][CH2:30]1>>[F:6][c:7]1[c:8]([CH:15]([CH2:16][CH3:17])[OH:18])[c:9]([O:13][CH3:14])[cH:10][cH:11][cH:12]1. Reactants: CCCCCC, CCC=O, Cl, COc1cccc(F)c1, [Li]CCCC, C1CCOC1. Reactants: C(C)(C)(C)OC(NC1=C(C=C(C(=C1)OCC(F)(F)F)C(F)(F)F)N)=O ([2-amino-5-(2,2,2-trifluoro-ethoxy)-4-trifluoromethyl-phenyl]-carbamic acid tert-butyl ester), C(C)(C)(C)OC(CC(C1=CC(=CC=C1)C1=NC=CN=C1)=O)=O (3-oxo-3-(3-pyrazin-2-yl-phenyl)-propionic acid tert-butyl ester). Product: C(C)(C)(C)OC(NC1=C(C=C(C(=C1)OCC(F)(F)F)C(F)(F)F)NC(CC(C1=CC(=CC=C1)C1=NC=CN=C1)=O)=O)=O ([2-[3-Oxo-3-(3-pyrazin-2-yl-phenyl)-propionylamino]-5-(2,2,2-trifluoro-ethoxy)-4-trifluoromethyl-phenyl]-carbamic acid tert-butyl ester), foam. The yield is 82.0%. As a reaction SMILES: [C:1]([O:5][C:6](=[O:25])[NH:7][C:8]1[CH:13]=[C:12]([O:14][CH2:15][C:16]([F:19])([F:18])[F:17])[C:11]([C:20]([F:23])([F:22])[F:21])=[CH:10][C:9]=1[NH2:24])([CH3:4])([CH3:3])[CH3:2].C([O:30][C:31](=O)[CH2:32][C:33](=[O:46])[C:34]1[CH:39]=[CH:38][CH:37]=[C:36]([C:40]2[CH:45]=[N:44][CH:43]=[CH:42][N:41]=2)[CH:35]=1)(C)(C)C>>[C:1]([O:5][C:6](=[O:25])[NH:7][C:8]1[CH:13]=[C:12]([O:14][CH2:15][C:16]([F:18])([F:17])[F:19])[C:11]([C:20]([F:22])([F:23])[F:21])=[CH:10][C:9]=1[NH:24][C:31](=[O:30])[CH2:32][C:33](=[O:46])[C:34]1[CH:39]=[CH:38][CH:37]=[C:36]([C:40]2[CH:45]=[N:44][CH:43]=[CH:42][N:41]=2)[CH:35]=1)([CH3:4])([CH3:2])[CH3:3]. Procedure details: The title compound was prepared from [2-amino-5-(2,2,2-trifluoro-ethoxy)-4-trifluoromethyl-phenyl]-carbamic acid tert-butyl ester (Example J6) (281 mg, 0.75 mmol) and 3-oxo-3-(3-pyrazin-2-yl-phenyl)-propionic acid tert-butyl ester (Example K14) (224 mg, 0.75 mmol) according to the general procedure M. Obtained as an orange foam (370 mg, 82%).